Dataset: the Open Reaction Database (ORD), a public repository of structured organic reaction records. Task: describe an organic reaction: reactants, conditions, products, and yield The reactants are C(C)(=O)OCC (ethyl acetate), C(OCC)([O-])[O-] (ethyl orthoformate), [N+](=O)([O-])C1=C(C=CC(=C1)[N+](=O)[O-])O (2,4-dinitrophenol), C(C)(C)(C)OC(=O)N1CC(=CCC1)CO (1-tert-butoxycarbonyl-1,2,5,6-tetrahydropyridine-3-methanol). Run in C=1(C(=CC=CC1)C)C (xylene). Reaction conditions: temperature 140 celsius, time 7 hour. Yields the product C(C)OC(CC1C(CN(CC1)C(=O)OC(C)(C)C)=C)=O (1-tert-butoxycarbonyl-3-methylenepiperidine-4-acetic acid ethyl ester). Reaction SMILES: [C:1]([O:5][C:6]([N:8]1[CH2:13][CH2:12][CH:11]=[C:10]([CH2:14]O)[CH2:9]1)=[O:7])([CH3:4])([CH3:3])[CH3:2].C([O-])([O-])OCC.[N+](C1C=C([N+]([O-])=O)C=CC=1O)([O-])=O.[C:35]([O:38][CH2:39][CH3:40])(=[O:37])[CH3:36]>C1(C)C(C)=CC=CC=1>[CH2:39]([O:38][C:35](=[O:37])[CH2:36][CH:11]1[CH2:12][CH2:13][N:8]([C:6]([O:5][C:1]([CH3:2])([CH3:3])[CH3:4])=[O:7])[CH2:9][C:10]1=[CH2:14])[CH3:40]. Procedure details: In 30 ml of xylene, 1.10 g of 1-tert-butoxycarbonyl-1,2,5,6-tetrahydropyridine-3-methanol (which had been prepared by the method described in Tetrahedron, Vol. 54, No. 25, p. 7045, 1998), 914 mg of ethyl orthoformate and 130 mg of 2,4-dinitrophenol were dissolved, and the formed solution was heated to 140° C. and stirred for 7 hours while removing the ethanol as formed. The reaction liquid was cooled, then ethyl acetate was added thereto and the organic layer was successively washed with 1N hydr... Starting materials: CC1(c2cccc(N=C(c3ccccc3)c3ccccc3)c2)COCC(=O)N1, Cl, C1COCCO1. Yields the product Cl, CC1(c2cccc(N)c2)COCC(=O)N1. RXN SMILES: [C:1]([c:2]1[cH:3][cH:4][cH:5][cH:6][cH:7]1)([c:8]1[cH:9][cH:10][cH:11][cH:12][cH:13]1)=[N:14][c:15]1[cH:16][c:17]([C:21]2([CH3:28])[NH:22][C:23](=[O:27])[CH2:24][O:25][CH2:26]2)[cH:18][cH:19][cH:20]1.[ClH:29].[O:30]1[CH2:31][CH2:32][O:33][CH2:34][CH2:35]1>>[ClH:29].[NH2:14][c:15]1[cH:16][c:17]([C:21]2([CH3:28])[NH:22][C:23](=[O:27])[CH2:24][O:25][CH2:26]2)[cH:18][cH:19][cH:20]1.